From a dataset of the Open Reaction Database (ORD), a public repository of structured organic reaction records. describe an organic reaction: reactants, conditions, products, and yield Starting materials: CC1C(CCCC1)=O (2-methylcyclohexanone), S(=O)(Cl)Cl (thionyl chloride). Solvent: C(Cl)(Cl)(Cl)Cl (carbon tetrachloride), C(Cl)(Cl)(Cl)Cl (carbon tetrachloride). The product is CC1(C(CCCC1)=O)Cl (2-methyl-2-chlorocyclohexanone). RXN SMILES: [CH3:1][CH:2]1[CH2:7][CH2:6][CH2:5][CH2:4][C:3]1=[O:8].S(Cl)([Cl:11])=O>C(Cl)(Cl)(Cl)Cl>[CH3:1][C:2]1([Cl:11])[CH2:7][CH2:6][CH2:5][CH2:4][C:3]1=[O:8]. Reported procedure: 112 g of 2-methylcyclohexanone and 500 ml carbon tetrachloride are mixed in a three neck flask and 90 ml of thionyl chloride in 150 ml of carbon tetrachloride are added dropwise in the course of 60 minutes, under vigorous stirring while keeping the temperature at about 15° with a water bath. Stirring is maintained for a further 2 hours. The reaction medium is then washed three times with dilute hydrochloric acid, twice with a saturated solution of sodium bicarbonate and finally with a saturated ...